This data is from the Open Reaction Database (ORD), a public repository of structured organic reaction records. The task is: describe an organic reaction: reactants, conditions, products, and yield Starting materials: O=C1N(C(C2=CC=CC=C12)=O)CC1=CC=C(C=C1)S(=O)(=O)NCCCCN(CCC)CCC (4-(1,3-dioxo-1,3-dihydroisoindol-2-ylmethyl)-N-(4-dipropylaminobutyl)benzenesulfonamide), CN.CO (methylamine methanol). Run at time 40 hour. Product: NCC1=CC=C(C=C1)S(=O)(=O)NCCCCN(CCC)CCC (4-aminomethyl-N-(4-dipropylaminobutyl)benzenesulfonamide). Isolated yield 98.4%. RXN SMILES: O=C1C2C(=CC=CC=2)C(=O)[N:3]1[CH2:12][C:13]1[CH:18]=[CH:17][C:16]([S:19]([NH:22][CH2:23][CH2:24][CH2:25][CH2:26][N:27]([CH2:31][CH2:32][CH3:33])[CH2:28][CH2:29][CH3:30])(=[O:21])=[O:20])=[CH:15][CH:14]=1.CN.CO>>[NH2:3][CH2:12][C:13]1[CH:18]=[CH:17][C:16]([S:19]([NH:22][CH2:23][CH2:24][CH2:25][CH2:26][N:27]([CH2:31][CH2:32][CH3:33])[CH2:28][CH2:29][CH3:30])(=[O:20])=[O:21])=[CH:15][CH:14]=1 |f:1.2|. Reported procedure: The compound (160 mg) obtained in Example 24-3 was added with 2.0 ml of a 40% methylamine/methanol solution (manufactured by Tokyo Kasei Kogyo Co., Ltd.), followed by stirring at room temperature for 40 hours. After completion of the reaction, the solvent was distilled off and the residue was subjected to extraction by the addition of a 1 mol/l sodium hydroxide aqueous solution and chloroform. The organic layer was dried with anhydrous sodium sulfate and the solvent was distilled off, thereby ob... Reactants: OC1=CC2=CC=CC=C2C=C1 (2-hydroxynaphthalene), S(O)(O)(=O)=O (sulfuric acid), N(C(=O)C)C1=CC2=CC=C(C=C2C=C1)S(=O)(=O)O (2-acetaminonaphthalene-6-sulfonic acid), OC1=C(C2=CC=CC=C2C=C1)S(=O)(=O)O (2-hydroxynaphthalenesulfonic acid). Yields the product N (ammonia), S(=O)(O)[O-].[NH4+] (ammonium hydrogensulfite), NC1=CC2=CC=C(C=C2C=C1)S(=O)(=O)O (2-amino-naphthalene-6-sulfonic acid). Reaction SMILES: [NH:1]([C:5]1[CH:14]=[CH:13][C:12]2[C:7](=[CH:8][CH:9]=[C:10]([S:15]([OH:18])(=[O:17])=[O:16])[CH:11]=2)[CH:6]=1)C(C)=O.OC1C=CC2C(=CC=CC=2)C=1.S(=O)(=O)(O)O.OC1C=CC2C(=CC=CC=2)C=1S(O)(=O)=O>>[NH3:1].[S:15]([O-:18])([OH:17])=[O:16].[NH4+:1].[NH2:1][C:5]1[CH:14]=[CH:13][C:12]2[C:7](=[CH:8][CH:9]=[C:10]([S:15]([OH:18])(=[O:16])=[O:17])[CH:11]=2)[CH:6]=1 |f:5.6|. Reported procedure: A single-vessel process for preparing 2-acetaminonaphthalene-6-sulfonic acid of high purity by sulfonating 2-hydroxynaphthalene with concentrated sulfuric acid, converting the 2-hydroxynaphthalenesulfonic acid formed with ammonia in the presence of ammonium hydrogensulfite into 2-amino-naphthalene-6-sulfonic acid (Bucherer reaction) and N-acetylating the latter to give 2-acetaminonaphthalene-6-sulfonic acid, which comprises, after diluting the sulfonating melt with water, substantially removing ... Reactants: C(C#C)N (Propargylamine), FC(C(=O)OCC)(F)F (Ethyl trifluoroacetate). Run in CO (methanol). Conditions: temperature 0 celsius, time 24 hour. Product: C(C#C)NC(C(F)(F)F)=O (N-propargyltrifluoroacetamide). Isolated yield 95.9%. Reaction SMILES: [CH2:1]([NH2:4])[C:2]#[CH:3].[F:5][C:6]([F:13])([F:12])[C:7](OCC)=[O:8]>CO>[CH2:1]([NH:4][C:7](=[O:8])[C:6]([F:13])([F:12])[F:5])[C:2]#[CH:3]. Procedure details: This compound has been prepared using a literature method (K. A. Cruickshank, D. L. Stockwell (1988) Tetrahedron Lett. 29, 5221). Propargylamine (90.9 mmol, 5 g, 6.227 mL) was added to methanol (90 mL) and the solution cooled to 0° C. Ethyl trifluoroacetate (1.3 equiv., 118.2 mmol, 16.8 g, 14.1 mL) was added and the mixture stirred at room temperature for 24 h. The solvent was evaporated, the residue diluted with 90 mL chloroform and washed with aqueous NaHCO3 solution (2×75 mL) and water (1×75 ... Reactants: [Br-], O=Cc1ccc(F)c(Br)c1, C1CCOC1, [Mg+]C1CC1, [Cl-], [Cl-], [Zn+2]. Product: O=Cc1ccc(F)c(C2CC2)c1. Reaction SMILES: [Br-:1].[Br:6][c:7]1[cH:8][c:9]([CH:10]=[O:11])[cH:12][cH:13][c:14]1[F:15].[CH2:16]1[O:17][CH2:18][CH2:19][CH2:20]1.[CH:2]1([Mg+:5])[CH2:3][CH2:4]1.[Cl-:21].[Cl-:23].[Zn+2:22]>>[CH:2]1([c:7]2[cH:8][c:9]([CH:10]=[O:11])[cH:12][cH:13][c:14]2[F:15])[CH2:3][CH2:4]1. Reactants: ClC1=CC=C(C=CNC(C)=N)C=C1 (N-(4-chlorostyryl)acetamidine), [OH-].[Na+] (sodium hydroxide). The product is Cl.ClC1=CC=C(C=CNC(C)=N)C=C1 (N-(4-CHLOROSTYRYL)ACETAMIDINE HYDROCHLORIDE). Reaction SMILES: [Cl:1][C:2]1[CH:13]=[CH:12][C:5]([CH:6]=[CH:7][NH:8][C:9](=[NH:11])[CH3:10])=[CH:4][CH:3]=1.[OH-].[Na+]>>[ClH:1].[Cl:1][C:2]1[CH:3]=[CH:4][C:5]([CH:6]=[CH:7][NH:8][C:9](=[NH:11])[CH3:10])=[CH:12][CH:13]=1 |f:1.2,3.4|. Procedure details: N-(4-chlorostyryl)acetamidine treated with sodium hydroxide according to the procedure of Example 1 provides a 12% analytical yield of N-(4-CHLOROSTYRYL)ACETAMIDINE HYDROCHLORIDE, m.p. 228°-234.5° C. (corr.), from methanol-isopropyl ether. Starting materials: CCCC1CCC(C2CCC(c3ccc(C(C)=O)cc3)CC2)CC1, [K+], NN, [OH-], OCCOCCO. The product is CCCC1CCC(C2CCC(c3ccc(CC)cc3)CC2)CC1. RXN SMILES: [CH2:1]([CH2:2][CH3:3])[CH:4]1[CH2:5][CH2:6][CH:7]([CH:10]2[CH2:11][CH2:12][CH:13]([c:16]3[cH:17][cH:18][c:19]([C:22]([CH3:23])=[O:24])[cH:20][cH:21]3)[CH2:14][CH2:15]2)[CH2:8][CH2:9]1.[K+:26].[NH2:27][NH2:28].[OH-:25].[OH:29][CH2:30][CH2:31][O:32][CH2:33][CH2:34][OH:35]>>[CH2:1]([CH2:2][CH3:3])[CH:4]1[CH2:5][CH2:6][CH:7]([CH:10]2[CH2:11][CH2:12][CH:13]([c:16]3[cH:17][cH:18][c:19]([CH2:22][CH3:23])[cH:20][cH:21]3)[CH2:14][CH2:15]2)[CH2:8][CH2:9]1. Reaction SMILES: [CH3:40][N:41]([CH3:42])[CH:43]=[O:44].[Cl:19][CH2:20][c:21]1[c:22]([CH3:38])[n:23][c:24](-[c:27]2[c:28]([F:37])[cH:29][c:30]([C:33]([F:34])([F:35])[F:36])[cH:31][cH:32]2)[cH:25][cH:26]1.[H-:17].[Na+:18].[OH2:39].[n:1]1([CH2:6][CH2:7][CH2:8][CH2:9][c:10]2[cH:11][cH:12][c:13]([OH:16])[cH:14][cH:15]2)[n:2][n:3][cH:4][cH:5]1>>[n:1]1([CH2:6][CH2:7][CH2:8][CH2:9][c:10]2[cH:11][cH:12][c:13]([O:16][CH2:20][c:21]3[c:22]([CH3:38])[n:23][c:24](-[c:27]4[c:28]([F:37])[cH:29][c:30]([C:33]([F:34])([F:35])[F:36])[cH:31][cH:32]4)[cH:25][cH:26]3)[cH:14][cH:15]2)[n:2][n:3][cH:4][cH:5]1. Yields the product Cc1nc(-c2ccc(C(F)(F)F)cc2F)ccc1COc1ccc(CCCCn2ccnn2)cc1. Starting materials: CN(C)C=O, Cc1nc(-c2ccc(C(F)(F)F)cc2F)ccc1CCl, [H-], [Na+], O, Oc1ccc(CCCCn2ccnn2)cc1. The reactants are [H-].[Na+] (sodium hydride), C1(=CC=CC=C1)CC#N (Phenylacetonitrile), ice, COC1=C(C(=CC(=C1)OC)OC)N=C=O (2,4,6-Trimethoxyphenylisocyanate), O (water). Solvent: CN(C=O)C (dimethyl formamide). Reaction conditions: time 15 minute. Yields the product C(#N)C(C(=O)NC1=C(C=C(C=C1OC)OC)OC)C1=CC=CC=C1 (α-Cyano-N-(2,4,6-trimethoxyphenyl)benzene acetamide). Isolated yield 82.4%. As a reaction SMILES: [C:1]1([CH2:7][C:8]#[N:9])[CH:6]=[CH:5][CH:4]=[CH:3][CH:2]=1.[H-].[Na+].[CH3:12][O:13][C:14]1[CH:19]=[C:18]([O:20][CH3:21])[CH:17]=[C:16]([O:22][CH3:23])[C:15]=1[N:24]=[C:25]=[O:26].O>CN(C)C=O>[C:8]([CH:7]([C:1]1[CH:6]=[CH:5][CH:4]=[CH:3][CH:2]=1)[C:25]([NH:24][C:15]1[C:16]([O:22][CH3:23])=[CH:17][C:18]([O:20][CH3:21])=[CH:19][C:14]=1[O:13][CH3:12])=[O:26])#[N:9] |f:1.2|. Reported procedure: Phenylacetonitrile (2.64 mL, 22.8 mol) was added dropwise to an ice-cooled solution of sodium hydride (0.91 g, 22.8 mmol) in dimethyl formamide (50 mL), and the mixture stirred for 15 minutes while allowing to warm to room temperature. 2,4,6-Trimethoxyphenylisocyanate (4.78 g, 22.8 mmol) was added portionwise over 2 minutes, and then the mixture was stirred vigorously for 0.5 hour and poured into water (200 mL). The solid obtained was washed with water (100 mL) and taken up in chloroform (1 L). ...